Dataset: the Open Reaction Database (ORD), a public repository of structured organic reaction records. Task: describe an organic reaction: reactants, conditions, products, and yield Reported procedure: A mixture of 4.53 g (13.9 mmol) 4-[(3,4-difluorophenyl)amino]-6-nitro-quinoline-3-carbonitrile, 200 ml ethanol and 15.72 g (69.4 mmol) SnCl2 dihydrate was heated to reflux under N2. Removed heat at 1½ hours, added ice water and made basic with sodium bicarbonate. Stirred for 2 hours and extracted with chloroform. Stirred organic layer with Darco, dried with sodium sulfate and filtered. Stripped solvent and dried in vacuo, giving 3.660 g of yellow-green solid: mass spectrum (electrospray m/e): M+... Isolated yield 88.9%. The reactants are FC=1C=C(C=CC1F)NC1=C(C=NC2=CC=C(C=C12)[N+](=O)[O-])C#N (4-[(3,4-difluorophenyl)amino]-6-nitro-quinoline-3-carbonitrile), SnCl2 dihydrate. Solvent: C(C)O (ethanol). Yields the product NC=1C=C2C(=C(C=NC2=CC1)C#N)NC1=CC(=C(C=C1)F)F (6-Amino-4-[(3.4-difluorophenyl)amino]-quinoline-3-carbonitrile). As a reaction SMILES: [F:1][C:2]1[CH:3]=[C:4]([NH:9][C:10]2[C:19]3[C:14](=[CH:15][CH:16]=[C:17]([N+:20]([O-])=O)[CH:18]=3)[N:13]=[CH:12][C:11]=2[C:23]#[N:24])[CH:5]=[CH:6][C:7]=1[F:8]>C(O)C>[NH2:20][C:17]1[CH:18]=[C:19]2[C:14](=[CH:15][CH:16]=1)[N:13]=[CH:12][C:11]([C:23]#[N:24])=[C:10]2[NH:9][C:4]1[CH:5]=[CH:6][C:7]([F:8])=[C:2]([F:1])[CH:3]=1. Reaction conditions: time 2 hour.